From a dataset of the Open Reaction Database (ORD), a public repository of structured organic reaction records. describe an organic reaction: reactants, conditions, products, and yield Procedure: To a mixture solution of N-methyl benzylamine (11 g) in dichloromethane and an aqueous solution containing sodium bicarbonate (16 g) was added dropwise 4-fluorophenyl acetyl chloride (12 g) at room temperature with vigorously stirring. After stirring for 1 hour, the organic layer was separated and washed with 2N hydrochloric acid water, water, an aqueous solution of 2N sodium hydroxide and water, in this order. The organic layer was dried with anhydrous magnesium sulfate, and the colorless oily ... Isolated yield 80.3%. The reagents and catalysts are [C].[Pd] (palladium-carbon). RXN SMILES: [CH3:1][NH:2]CC1C=CC=CC=1.C(=O)(O)[O-].[Na+].[F:15][C:16]1[CH:21]=[CH:20][C:19]([CH2:22][C:23](Cl)=O)=[CH:18][CH:17]=1.[H-].[Al+3].[Li+].[H-].[H-].[H-].[OH-].[Na+]>ClCCl.O1CCCC1.CO.[C].[Pd].O>[F:15][C:16]1[CH:21]=[CH:20][C:19]([CH2:22][CH2:23][NH:2][CH3:1])=[CH:18][CH:17]=1 |f:1.2,4.5.6.7.8.9,10.11,15.16|. Yields the product FC1=CC=C(C=C1)CCNC ([2-(4-Fluorophenyl)ethyl]-methylamine). Starting materials: [OH-].[Na+] (sodium hydroxide), [H-].[Al+3].[Li+].[H-].[H-].[H-] (lithium aluminum hydride), CNCC1=CC=CC=C1 (N-methyl benzylamine), C([O-])(O)=O.[Na+] (sodium bicarbonate), FC1=CC=C(C=C1)CC(=O)Cl (4-fluorophenyl acetyl chloride). The solvent is O (water), O (water), O1CCCC1 (tetrahydrofuran), O1CCCC1 (tetrahydrofuran), CO (methanol), ClCCl (dichloromethane). Starting materials: C(C)(=O)C1=C(C(N(C1C1=CC=C(C=C1)Cl)C=1C=C(C=2N(C1)C(=NN2)C)C)=O)O (4-acetyl-5-(4-chlorophenyl)-1-(3,8-dimethyl-[1,2,4]triazolo[4,3-a]pyridin-6-yl)-3-hydroxy-1H-pyrrol-2(5H)-one), N(N)C=1C(=NC=CC1)OC (3-hydrazinyl-2-methoxypyridine). Yields the product ClC1=CC=C(C=C1)C1N(C(C=2N(N=C(C21)C)C=2C(=NC=CC2)OC)=O)C=2C=C(C=1N(C2)C(=NN1)C)C (4-(4-chlorophenyl)-5-(3,8-dimethyl-[1,2,4]triazolo[4,3-a]pyridin-6-yl)-1-(2-methoxypyridin-3-yl)-3-methyl-4,5-dihydropyrrolo[3,4-c]pyrazol-6(1H)-one). As a reaction SMILES: [C:1]([C:4]1[CH:8]([C:9]2[CH:14]=[CH:13][C:12]([Cl:15])=[CH:11][CH:10]=2)[N:7]([C:16]2[CH:17]=[C:18]([CH3:26])[C:19]3[N:20]([C:22]([CH3:25])=[N:23][N:24]=3)[CH:21]=2)[C:6](=[O:27])[C:5]=1O)(=O)[CH3:2].[NH:29]([C:31]1[C:32]([O:37][CH3:38])=[N:33][CH:34]=[CH:35][CH:36]=1)[NH2:30]>>[Cl:15][C:12]1[CH:11]=[CH:10][C:9]([CH:8]2[C:4]3[C:1]([CH3:2])=[N:30][N:29]([C:31]4[C:32]([O:37][CH3:38])=[N:33][CH:34]=[CH:35][CH:36]=4)[C:5]=3[C:6](=[O:27])[N:7]2[C:16]2[CH:17]=[C:18]([CH3:26])[C:19]3[N:20]([C:22]([CH3:25])=[N:23][N:24]=3)[CH:21]=2)=[CH:14][CH:13]=1. Reported procedure: The title compound was prepared in analogy to the procedure described in Example 57 using 4-acetyl-5-(4-chlorophenyl)-1-(3,8-dimethyl-[1,2,4]triazolo[4,3-a]pyridin-6-yl)-3-hydroxy-1H-pyrrol-2(5H)-one (Step 90.1) and 3-hydrazinyl-2-methoxypyridine (Step 71.1). The crude material was purified by silica gel column chromatography (1% ammonia/5% MeOH/CH2Cl2) followed by preparative achiral SFC (column Propyl-pyridyl-urea, gradient 12-17% in 6 min_total 11 min) and triturated in Et2O. tR: 0.99 min (LC... The reactants are ClC1=NC=CC(=C1)C1=NC(=CC(=C1)C1=CC=C(C=C1)C(F)(F)F)C (2′-chloro-6-methyl-4-(4-trifluoromethylphenyl)-[2,4′]bipyridinyl), [N+](=O)([O-])C=1C=C(C=CC1)B(O)O (3-nitrophenylboronic acid). Yields the product CC1=CC(=CC(=N1)C1=CC(=NC=C1)C1=CC(=CC=C1)[N+](=O)[O-])C1=CC=C(C=C1)C(F)(F)F (6-Methyl-2′-(3-nitro-phenyl)-4-(4-trifluoromethyl-phenyl)-[2,4′]bipyridinyl), solid. Yield: 92.0%. RXN SMILES: Cl[C:2]1[CH:7]=[C:6]([C:8]2[CH:13]=[C:12]([C:14]3[CH:19]=[CH:18][C:17]([C:20]([F:23])([F:22])[F:21])=[CH:16][CH:15]=3)[CH:11]=[C:10]([CH3:24])[N:9]=2)[CH:5]=[CH:4][N:3]=1.[N+:25]([C:28]1[CH:29]=[C:30](B(O)O)[CH:31]=[CH:32][CH:33]=1)([O-:27])=[O:26]>>[CH3:24][C:10]1[N:9]=[C:8]([C:6]2[CH:5]=[CH:4][N:3]=[C:2]([C:32]3[CH:31]=[CH:30][CH:29]=[C:28]([N+:25]([O-:27])=[O:26])[CH:33]=3)[CH:7]=2)[CH:13]=[C:12]([C:14]2[CH:19]=[CH:18][C:17]([C:20]([F:23])([F:22])[F:21])=[CH:16][CH:15]=2)[CH:11]=1. Procedure details: The title compound was prepared from 2′-chloro-6-methyl-4-(4-trifluoromethylphenyl)-[2,4′]bipyridinyl (example E.28) (5.7 g, 16.34 mmol) and commercially available 3-nitrophenylboronic acid (3.274 g, 19.61 mmol) according to the general procedure VI. Obtained as a white solid (6.6 g, 92%). MS (ISP) 436.2 [(M+H)+]; mp 164° C.